Task: describe an organic reaction: reactants, conditions, products, and yield. Dataset: the Open Reaction Database (ORD), a public repository of structured organic reaction records Reactants: CCCc1cc(CCC=O)n(-c2ccc(OC)cc2)n1, Fc1ccccc1N1CCNCC1. The product is CCCc1cc(CCCN2CCN(c3ccccc3F)CC2)n(-c2ccc(OC)cc2)n1. Reaction SMILES: [CH3:1][O:2][c:3]1[cH:4][cH:5][c:6](-[n:9]2[n:10][c:11]([CH2:18][CH2:19][CH3:20])[cH:12][c:13]2[CH2:14][CH2:15][CH:16]=[O:17])[cH:7][cH:8]1.[F:21][c:22]1[c:23]([N:28]2[CH2:29][CH2:30][NH:31][CH2:32][CH2:33]2)[cH:24][cH:25][cH:26][cH:27]1>>[CH3:1][O:2][c:3]1[cH:4][cH:5][c:6](-[n:9]2[n:10][c:11]([CH2:18][CH2:19][CH3:20])[cH:12][c:13]2[CH2:14][CH2:15][CH2:16][N:31]2[CH2:30][CH2:29][N:28]([c:23]3[c:22]([F:21])[cH:27][cH:26][cH:25][cH:24]3)[CH2:33][CH2:32]2)[cH:7][cH:8]1. Reactants: BrC1=CC=CC(=N1)C(=O)OC (Methyl 6-bromo-2-pyridinecarboxylate), C(C)(=O)[O-].[Na+] (sodium acetate), tris-O-tolylphosphine, C(C=C)(=O)OC(C)(C)C (tert-butyl acrylate). Reagents/catalysts: [CH2-]C=C.[CH2-]C=C.Cl[Pd+].Cl[Pd+] (allylpalladium chloride dimer). Solvent: C1(=CC=CC=C1)C (toluene). Product: COC(=O)C1=NC(=CC=C1)C=CC(=O)OC(C)(C)C (6-(2-tert-Butoxycarbonyl-vinyl)-pyridine-2-carboxylic acid methyl ester). As a reaction SMILES: Br[C:2]1[N:7]=[C:6]([C:8]([O:10][CH3:11])=[O:9])[CH:5]=[CH:4][CH:3]=1.C([O-])(=O)C.[Na+].[C:17]([O:21][C:22]([CH3:25])([CH3:24])[CH3:23])(=[O:20])[CH:18]=[CH2:19]>C1(C)C=CC=CC=1.[CH2-]C=C.[CH2-]C=C.Cl[Pd+].Cl[Pd+]>[CH3:11][O:10][C:8]([C:6]1[CH:5]=[CH:4][CH:3]=[C:2]([CH:19]=[CH:18][C:17]([O:21][C:22]([CH3:25])([CH3:24])[CH3:23])=[O:20])[N:7]=1)=[O:9] |f:1.2,5.6.7.8|. Reported procedure: Methyl 6-bromo-2-pyridinecarboxylate (1) (5.0 g, 23.1 mmol), sodium acetate (5.7 g, 3.0 eq), tris-O-tolylphosphine (0.7 g, 2.3 mmol), allylpalladium chloride dimer (0.34 g, 0.93 mmol) and tert-butyl acrylate (3.6 g, 1.2 eq) are mixed in toluene (25 ml), and the resulting slurry is heated under a nitrogen atmosphere at 110 LC for approximately 12-16 hours. After cooling to ambient temperature, the precipitate is removed by filtration, and rinsed with ethyl acetate. The filtrate is washed with 1M ...